From a dataset of the Open Reaction Database (ORD), a public repository of structured organic reaction records. describe an organic reaction: reactants, conditions, products, and yield Reactants: CC(=O)Cl, O=CC(O)C(O)C(O)CO. The product is CC1(O)OCC(O)C(O)C1O. As a reaction SMILES: [CH3:1][C:2](=[O:3])[Cl:4].[OH:5][CH2:6][CH:7]([OH:8])[CH:9]([OH:10])[CH:11]([OH:12])[CH:13]=[O:14]>>[CH3:1][C:13]1([OH:14])[O:5][CH2:6][CH:7]([OH:8])[CH:9]([OH:10])[CH:11]1[OH:12]. The reactants are CC1(O\C(\C(O1)=O)=C/C(=O)Cl)C ((Z)-2,2-dimethyl-5-(chlorocarbonylmethylene)-1,3-dioxolan-4-one), ClC1=CC=C(C=C1)NCC1=CC=C(C=C1)C ((4-chlorophenyl)-(4-methylbenzyl)-amine), N1=CC=CC=C1 (pyridine), 4-N,N-dimethylaminopyridine. Solvent: ClCCl (dichloromethane), ClCCl (dichloromethane). Run at temperature 22 celsius, time 30 minute. Product: ClC1=CC=C(C=C1)N(C(C=C1OC(OC1=O)(C)C)=O)CC1=CC=C(C=C1)C (N-(4-Chloro-phenyl)-2-(2,2-dimethyl-5-oxo-[1,3]dioxolan-4-ylidene)-N-(4-methyl-benzyl)-acetamide). The yield is 87.6%. As a reaction SMILES: [CH3:1][C:2]1([CH3:12])[O:6][C:5](=[O:7])/[C:4](=[CH:8]/[C:9](Cl)=[O:10])/[O:3]1.[Cl:13][C:14]1[CH:19]=[CH:18][C:17]([NH:20][CH2:21][C:22]2[CH:27]=[CH:26][C:25]([CH3:28])=[CH:24][CH:23]=2)=[CH:16][CH:15]=1.N1C=CC=CC=1>ClCCl>[Cl:13][C:14]1[CH:15]=[CH:16][C:17]([N:20]([CH2:21][C:22]2[CH:23]=[CH:24][C:25]([CH3:28])=[CH:26][CH:27]=2)[C:9](=[O:10])[CH:8]=[C:4]2[C:5](=[O:7])[O:6][C:2]([CH3:12])([CH3:1])[O:3]2)=[CH:18][CH:19]=1. Reported procedure: A solution of (Z)-2,2-dimethyl-5-(chlorocarbonylmethylene)-1,3-dioxolan-4-one (0.553 g, 2.90 mmol) in dry dichloromethane (5 ml) was added dropwise to a cold (0-5° C.) solution of (4-chlorophenyl)-(4-methylbenzyl)-amine (0.545 g, 2.35 mmol) (Ballistreri et al., J. Org. Chem., 41, 1976, 3364), pyridine (0.35 ml) and a small crystal of 4-N,N-dimethylaminopyridine in dry dichloromethane (10 ml). After 30 min, the cooling bath was removed and the resulting clear solution was stirred at 22° C. for an... Reactants: Cc1nnnn1-c1cc(CO)c2occc2c1, C1COCCO1. Yields the product Cc1nnnn1-c1cc(C=O)c2occc2c1. RXN SMILES: [CH3:1][c:2]1[n:3][n:4][n:5][n:6]1-[c:7]1[cH:8][c:9]([CH2:16][OH:17])[c:10]2[c:11]([cH:12][cH:13][o:14]2)[cH:15]1.[O:18]1[CH2:19][CH2:20][O:21][CH2:22][CH2:23]1>>[CH3:1][c:2]1[n:3][n:4][n:5][n:6]1-[c:7]1[cH:8][c:9]([CH:16]=[O:17])[c:10]2[c:11]([cH:12][cH:13][o:14]2)[cH:15]1. The reactants are ClCCl (dichloromethane), ClC1=NN(C2=CN=C(C=C21)C=2C=NN(C2)C)C2OCCCC2 (3-chloro-5-(1-methyl-1H-pyrazol-4-yl)-1-(tetrahydro-2H-pyran-2-yl)-1H-pyrazolo[3,4-c]pyridine), FC1=C(C=C(C=C1)OC)B1OC(C(O1)(C)C)(C)C (2-(2-fluoro-5-methoxyphenyl)-4,4,5,5-tetramethyl-[1,3,2]dioxaborolane), C(C)(=O)[O-].[K+] (potassium acetate), C([O-])([O-])=O.[Na+].[Na+] (sodium carbonate). Reagents/catalysts: C1(=CC=CC=C1)P(C1=CC=CC=C1)[C-]1C=CC=C1.[C-]1(C=CC=C1)P(C1=CC=CC=C1)C1=CC=CC=C1.[Fe+2] (bis(diphenylphosphino)ferrocene), Cl[Pd]Cl (dichloropalladium (II)). Solvent: O (water), C(C)#N (acetonitrile). Run at time 15 minute. The product is FC1=C(C=C(C=C1)OC)C1=NN(C2=CN=C(C=C21)C=2C=NN(C2)C)C2OCCCC2 (3-(2-fluoro-5-methoxyphenyl)-5-(1-methyl-1H-pyrazol-4-yl)-1-(tetrahydro-2H-pyran-2-yl)-1H-pyrazolo[3,4-c]pyridine). The yield is 98.4%. As a reaction SMILES: Cl[C:2]1[C:10]2[C:5](=[CH:6][N:7]=[C:8]([C:11]3[CH:12]=[N:13][N:14]([CH3:16])[CH:15]=3)[CH:9]=2)[N:4]([CH:17]2[CH2:22][CH2:21][CH2:20][CH2:19][O:18]2)[N:3]=1.[F:23][C:24]1[CH:29]=[CH:28][C:27]([O:30][CH3:31])=[CH:26][C:25]=1B1OC(C)(C)C(C)(C)O1.C([O-])(=O)C.[K+].C(=O)([O-])[O-].[Na+].[Na+].ClCCl>C1(P([C-]2C=CC=C2)C2C=CC=CC=2)C=CC=CC=1.[C-]1(P(C2C=CC=CC=2)C2C=CC=CC=2)C=CC=C1.[Fe+2].Cl[Pd]Cl.O.C(#N)C>[F:23][C:24]1[CH:29]=[CH:28][C:27]([O:30][CH3:31])=[CH:26][C:25]=1[C:2]1[C:10]2[C:5](=[CH:6][N:7]=[C:8]([C:11]3[CH:12]=[N:13][N:14]([CH3:16])[CH:15]=3)[CH:9]=2)[N:4]([CH:17]2[CH2:22][CH2:21][CH2:20][CH2:19][O:18]2)[N:3]=1 |f:2.3,4.5.6,8.9.10|. Procedure details: In a microwave vial was charged with 3-chloro-5-(1-methyl-1H-pyrazol-4-yl)-1-(tetrahydro-2H-pyran-2-yl)-1H-pyrazolo[3,4-c]pyridine (29.4 mg, 0.093 mmol), 2-(2-fluoro-5-methoxyphenyl)-4,4,5,5-tetramethyl-[1,3,2]dioxaborolane (35.0 mg, 0.139 mmol), potassium acetate (13.6 mg, 0.14 mmol), sodium carbonate (14.7 mg, 0.14 mmol), and bis(diphenylphosphino)ferrocene]dichloropalladium (II), complexed with dichloromethane (1:1) (7.5 mg, 9.2E−3 mmol). Degassed acetonitrile (0.8 mL) and water (0.3 mL) were... Starting materials: COC(C=CC1=CC=CC=2N=C(N(C21)C2=CC=CC=C2)C(F)(F)F)=O (3-(3-phenyl-trifluoromethyl-3H-benzimidazol-4-yl)acrylic acid methyl ester), CN1CCN(CC1)C(C=CC1=CC(=CC=2N=CN(C21)C2=CC=CC=C2)C(F)(F)F)=O (1-(4-methylpiperazin-1-yl)-3-(3-phenyl-6-trifluoromethyl-3H-benzimidazol-4-yl)prop-2-en-1-one). Yields the product N1(CCOCC1)C(C=CC1=CC(=CC=2N=CN(C21)C2=CC=CC=C2)C(F)(F)F)=O (1-(4-Morpholinyl)-3-(3-phenyl-6-trifluoromethyl-3H-benzimidazol-4-yl)Prop-2-en-1-one). Yield: 60.0%. As a reaction SMILES: C[O:2]C(=O)C=CC1C2N(C3C=CC=CC=3)C(C(F)(F)F)=NC=2C=CC=1.CN1[CH2:32][CH2:31][N:30]([C:33](=[O:55])[CH:34]=[CH:35][C:36]2[C:44]3[N:43]([C:45]4[CH:50]=[CH:49][CH:48]=[CH:47][CH:46]=4)[CH:42]=[N:41][C:40]=3[CH:39]=[C:38]([C:51]([F:54])([F:53])[F:52])[CH:37]=2)[CH2:29][CH2:28]1>>[N:30]1([C:33](=[O:55])[CH:34]=[CH:35][C:36]2[C:44]3[N:43]([C:45]4[CH:50]=[CH:49][CH:48]=[CH:47][CH:46]=4)[CH:42]=[N:41][C:40]=3[CH:39]=[C:38]([C:51]([F:53])([F:54])[F:52])[CH:37]=2)[CH2:31][CH2:32][O:2][CH2:28][CH2:29]1. Procedure: This was prepared from 3-(3-phenyl-trifluoromethyl-3H-benzimidazol-4-yl)acrylic acid methyl ester in a similar manner to 1-(4-methylpiperazin-1-yl)-3-(3-phenyl-6-trifluoromethyl-3H-benzimidazol-4-yl)prop-2-en-1-one to afford the title compound as a white solid (350 mg, 60%), m/z 402.2 (M+H)+.